The task is: describe an organic reaction: reactants, conditions, products, and yield. This data is from the Open Reaction Database (ORD), a public repository of structured organic reaction records. Starting materials: C(\C=C(/C)\CCC=C(C)C)NC(C=CC=CC1=CC(=C(C=C1)OCOC)OCOC)=O (5-(3',4'-dimethoxymethoxyphenyl)pentadienoic acid geranylamide), O.C1(=CC=C(C=C1)S(=O)(=O)O)C (p-toluenesulfonic acid monohydrate). Run in CO (methanol). Conditions: temperature 50 celsius, time 3 hour. Yields the product C(\C=C(/C)\CCC=C(C)C)NC(C=CC=CC1=CC(=C(C=C1)O)O)=O (5-(3',4'-dihydroxyphenyl)pentadienoic acid geranylamide). The yield is 89.9%. RXN SMILES: [CH2:1]([NH:11][C:12](=[O:31])[CH:13]=[CH:14][CH:15]=[CH:16][C:17]1[CH:22]=[CH:21][C:20]([O:23]COC)=[C:19]([O:27]COC)[CH:18]=1)/[CH:2]=[C:3](/[CH2:5][CH2:6][CH:7]=[C:8]([CH3:10])[CH3:9])\[CH3:4].O.C1(C)C=CC(S(O)(=O)=O)=CC=1>CO>[CH2:1]([NH:11][C:12](=[O:31])[CH:13]=[CH:14][CH:15]=[CH:16][C:17]1[CH:22]=[CH:21][C:20]([OH:23])=[C:19]([OH:27])[CH:18]=1)/[CH:2]=[C:3](/[CH2:5][CH2:6][CH:7]=[C:8]([CH3:10])[CH3:9])\[CH3:4] |f:1.2|. Procedure: To a solution of 1.96 g of 5-(3',4'-dimethoxymethoxyphenyl)pentadienoic acid geranylamide in 40 ml of methanol is added 0.09 g of p-toluenesulfonic acid monohydrate. The mixture is stirred at 50° C. for 3 hours. The reaction mixture is poured onto water and extracted with chloroform. The organic layer is washed with saturated aqueous sodium chloride and dried over anhydrous sodium sulfate. The solvent is distilled off under reduced pressure, and the residue is subjected to column chromatography ... Reactants: Cl (hydrochloric acid), compound ( II ), O=C1C(CCC1)CC(C(=O)OC)NC(CC1=CC=CC=C1)=O (methyl 3-(2-oxocyclopentyl)-2-phenylacetylaminopropionate), [OH-].[Na+] (sodium hydroxide). As a reaction SMILES: [O:1]=[C:2]1[CH2:6][CH2:5][CH2:4][CH:3]1[CH2:7][CH:8]([NH:13][C:14](=[O:22])[CH2:15][C:16]1[CH:21]=[CH:20][CH:19]=[CH:18][CH:17]=1)[C:9]([O:11]C)=[O:10].[OH-].[Na+].Cl>O>[O:1]=[C:2]1[CH2:6][CH2:5][CH2:4][CH:3]1[CH2:7][CH:8]([NH:13][C:14](=[O:22])[CH2:15][C:16]1[CH:17]=[CH:18][CH:19]=[CH:20][CH:21]=1)[C:9]([OH:11])=[O:10] |f:1.2|. Yields the product O=C1C(CCC1)CC(C(=O)O)NC(CC1=CC=CC=C1)=O (3-(2-oxocyclopentyl)-2-phenylacetylamino-propionic acid). Solvent: O (water), O (water). Procedure: 10.8 kg of compound (II) with R=═CH3, methyl 3-(2-oxocyclopentyl)-2-phenylacetylaminopropionate, 23.7 l of water and 5.5 kg of sodium hydroxide solution (33%) were introduced into a tank. The reaction mixture was heated to 45° C. and stirred at this temperature for 5 hours. It was cooled to 20° C., and the pH was adjusted at this temperature to pH 6.4 with hydrochloric acid (30%). The reaction mixture was diluted with 301 of water. The compound 3-(2-oxocyclopentyl)-2-phenylacetylamino-propionic ... Conditions: temperature 45 celsius, time 5 hour. Starting materials: ClC1=CC(=C(CN2N=CC3=CC(=CC=C23)C=O)C=C1)C(F)(F)F (1-[4-Chloro-2-(trifluoromethyl)benzyl]-1H-indazol-5-carbaldehyde), [B-](F)(F)(F)F.[B-](F)(F)(F)F.C1C[N+]2(CC[N+]1(CC2)CCl)F (SelectFluor). The product is ClC1=CC(=C(CN2N=C(C3=CC(=CC=C23)C=O)F)C=C1)C(F)(F)F (1-[4-chloro-2-(trifluoromethyl)benzyl]-3-fluoro-1H-indazol-5-carbaldehyde). Reaction SMILES: [Cl:1][C:2]1[CH:19]=[CH:18][C:5]([CH2:6][N:7]2[C:15]3[C:10](=[CH:11][C:12]([CH:16]=[O:17])=[CH:13][CH:14]=3)[CH:9]=[N:8]2)=[C:4]([C:20]([F:23])([F:22])[F:21])[CH:3]=1.[B-](F)(F)(F)[F:25].[B-](F)(F)(F)F.C1[N+]2(CCl)CC[N+](F)(CC2)C1>CC#N>[Cl:1][C:2]1[CH:19]=[CH:18][C:5]([CH2:6][N:7]2[C:15]3[C:10](=[CH:11][C:12]([CH:16]=[O:17])=[CH:13][CH:14]=3)[C:9]([F:25])=[N:8]2)=[C:4]([C:20]([F:22])([F:23])[F:21])[CH:3]=1 |f:1.2.3|. Procedure: A suspension of 1-[4-Chloro-2-(trifluoromethyl)benzyl]-1H-indazol-5-carbaldehyde (0.9 mmol, from Example 1)) and SelectFluor® (2 eq., Aldrich) in CH3CN (3 mL) was heated in a microwave reactor at 140° C. for 30 min. The solvent was evaporated and the residue was washed with DCM. The insoluble solid was discarded. The combined organic washings were concentrated and the residue was purified by flash chromatography (0-20% EtOAc/Hex) to afford 1-[4-chloro-2-(trifluoromethyl)benzyl]-3-fluoro-1H-indaz... Solvent: CC#N (CH3CN). Conditions: temperature 140 celsius. Starting materials: CC(=O)O (AcOH), O (water), ClC1(CC(C1)=O)Cl (Dichlorocyclobutanone), C(C)(C)O.O (isopropanol water). The reagents and catalysts are [Zn] (Zinc). Run at time 60 minute. Product: C1(CC(CCCC1)=O)=O (Cycloheptane-1,3-dione). RXN SMILES: Cl[C:2]1(Cl)[CH2:5][C:4](=[O:6])[CH2:3]1.CC(O)=O.O.[CH:13]([OH:16])([CH3:15])[CH3:14].O>[Zn]>[C:4]1(=[O:6])[CH2:3][CH2:2][CH2:5][CH2:15][C:13](=[O:16])[CH2:14]1 |f:3.4|. Reported procedure: Dichlorocyclobutanone 3 (128 g, 0.48 mol) was dissolved in 520 mL of 1:1 isopropanol-water in a 2 L, 3-neck flask with an overhead stirrer. Zinc granules (126 g, 1.9 mol, −30+100 mesh) were added in one portion. After 60 min at room temperature, 130 mL of AcOH plus 260 mL of water were added dropwise via addition funnel (ca. 4 mL are added initially, followed by a 10 min hold to check for exotherms; 20 ml were then added, followed by another 10 min hold; once any exotherm has abated, the remaini... Reactants: [O-]P(=O)([O-])[O-].[K+].[K+].[K+] (K3PO4), O1C(CCCC1)N1N=CC=C1B1OC(C(O1)(C)C)(C)C (1-(tetrahydro-2H-pyran-2-yl)-5-(4,4,5,5-tetramethyl-1,3,2-dioxaborolan-2-yl)-1H-pyrazole), ClC1=NC=C(C(=O)NC2=CC=C(C=C2)OC(F)(F)F)C=C1I (6-chloro-5-iodo-N-(4-(trifluoromethoxy)phenyl)nicotinamide). The reagents and catalysts are C=1C=CC(=CC1)[P](C=2C=CC=CC2)(C=3C=CC=CC3)[Pd]([P](C=4C=CC=CC4)(C=5C=CC=CC5)C=6C=CC=CC6)([P](C=7C=CC=CC7)(C=8C=CC=CC8)C=9C=CC=CC9)[P](C=1C=CC=CC1)(C=1C=CC=CC1)C=1C=CC=CC1 (Pd(PPh3)4). The solvent is C1(=CC=CC=C1)C (toluene). Run at temperature 80 celsius, time 5 hour. Yields the product ClC1=NC=C(C(=O)NC2=CC=C(C=C2)OC(F)(F)F)C=C1C1=CC=NN1C1OCCCC1 (6-Chloro-5-(1-(tetrahydro-2H-pyran-2-yl)-1H-pyrazol-5-yl)-N-(4-(trifluoromethoxy)phenyl)nicotinamide). Reaction SMILES: [O-]P([O-])([O-])=O.[K+].[K+].[K+].[O:9]1[CH2:14][CH2:13][CH2:12][CH2:11][CH:10]1[N:15]1[C:19](B2OC(C)(C)C(C)(C)O2)=[CH:18][CH:17]=[N:16]1.[Cl:29][C:30]1[C:49](I)=[CH:48][C:33]([C:34]([NH:36][C:37]2[CH:42]=[CH:41][C:40]([O:43][C:44]([F:47])([F:46])[F:45])=[CH:39][CH:38]=2)=[O:35])=[CH:32][N:31]=1>C1(C)C=CC=CC=1.C1C=CC([P]([Pd]([P](C2C=CC=CC=2)(C2C=CC=CC=2)C2C=CC=CC=2)([P](C2C=CC=CC=2)(C2C=CC=CC=2)C2C=CC=CC=2)[P](C2C=CC=CC=2)(C2C=CC=CC=2)C2C=CC=CC=2)(C2C=CC=CC=2)C2C=CC=CC=2)=CC=1>[Cl:29][C:30]1[C:49]([C:19]2[N:15]([CH:10]3[CH2:11][CH2:12][CH2:13][CH2:14][O:9]3)[N:16]=[CH:17][CH:18]=2)=[CH:48][C:33]([C:34]([NH:36][C:37]2[CH:38]=[CH:39][C:40]([O:43][C:44]([F:45])([F:46])[F:47])=[CH:41][CH:42]=2)=[O:35])=[CH:32][N:31]=1 |f:0.1.2.3,^1:61,63,82,101|. Reported procedure: K3PO4 (5.70 g, 26.8 mmol), followed by 1-(tetrahydro-2H-pyran-2-yl)-5-(4,4,5,5-tetramethyl-1,3,2-dioxaborolan-2-yl)-1H-pyrazole (3.73 g, 13.42 mmol) and Pd(PPh3)4 (0.517 g, 0.447 mmol) were added to a solution of 6-chloro-5-iodo-N-(4-(trifluoromethoxy)phenyl)nicotinamide (Stage 32.2, 4.0 g, 8.95 mmol) in toluene (45 mL) under an argon atmosphere. The RM was stirred at 80° C. for 5 h, filtered through Hyflo®, washed with EtOAc (100 mL) and the solvent was evaporated off under reduced pressure to ... Reactants: S(=O)(Cl)Cl (thionylchloride), ClC=1C=C(CNC=2C3=C(N=CN2)NC(=C3)C3=CC=C(C=C3)CO)C=CC1 ({4-[4-(3-chloro-benzylamino)-7H-pyrrolo[2,3-d]pyrimidin-6-yl]-phenyl}-methanol). Solvent: C1(=CC=CC=C1)C (toluene). Reaction conditions: temperature 0 celsius, time 2 hour. The product is ClC=1C=C(CNC=2C3=C(N=CN2)NC(=C3)C3=CC=C(C=C3)CCl)C=CC1 ((3-Chloro-benzyl)-[6-(4-chloromethyl-phenyl)-7H-pyrrolo[2,3-d]pyrimidin-4-yl]-amine). As a reaction SMILES: S(Cl)([Cl:3])=O.[Cl:5][C:6]1[CH:7]=[C:8]([CH:28]=[CH:29][CH:30]=1)[CH2:9][NH:10][C:11]1[C:12]2[CH:19]=[C:18]([C:20]3[CH:25]=[CH:24][C:23]([CH2:26]O)=[CH:22][CH:21]=3)[NH:17][C:13]=2[N:14]=[CH:15][N:16]=1>C1(C)C=CC=CC=1>[Cl:5][C:6]1[CH:7]=[C:8]([CH:28]=[CH:29][CH:30]=1)[CH2:9][NH:10][C:11]1[C:12]2[CH:19]=[C:18]([C:20]3[CH:25]=[CH:24][C:23]([CH2:26][Cl:3])=[CH:22][CH:21]=3)[NH:17][C:13]=2[N:14]=[CH:15][N:16]=1. Procedure: A solution of 0.79 ml (10 mmol) thionylchloride in 5.5 ml of toluene is cooled to −10° C. Solid {4-[4-(3-chloro-benzylamino)-7H-pyrrolo[2,3-d]pyrimidin-6-yl]-phenyl}-methanol is added and the suspension stirred at 0° C. for 2 h and then at RT for 17 h. The solid is filtered off, washed with toluene and suspended in water (3 ml). The mixture is treated with saturated sodium bicarbonate solution (3 ml) and stirred for 10 min. The crystals are collected by filtration washed with water, a small amou...